Dataset: the Open Reaction Database (ORD), a public repository of structured organic reaction records. Task: describe an organic reaction: reactants, conditions, products, and yield Starting materials: BrC(C)CCCC(C)C (2-bromo- 6-methyl-heptane), BrC1=C(C=CC=C1)O (o-bromo-phenol). Product: CC(CCCC(C)C)OC1=C(C=CC=C1)Br (o-bromo-phenyl 1,5-dimethyl-hexyl ether). As a reaction SMILES: Br[CH:2]([CH2:4][CH2:5][CH2:6][CH:7]([CH3:9])[CH3:8])[CH3:3].[Br:10][C:11]1[CH:16]=[CH:15][CH:14]=[CH:13][C:12]=1[OH:17]>>[CH3:3][CH:2]([O:17][C:12]1[CH:13]=[CH:14][CH:15]=[CH:16][C:11]=1[Br:10])[CH2:4][CH2:5][CH2:6][CH:7]([CH3:9])[CH3:8]. Procedure details: In the same manner as Example 1: 2-bromo- 6-methyl-heptane was reacted with o-bromo-phenol to obtain o-bromo-phenyl 1,5-dimethyl-hexyl ether (boiling point = 190°-193°C/17 mmHg); Starting materials: [BH3-]C#N, CCc1c(CC=O)cccc1-c1nsc(-c2ccc(CC(C)C)c(C#N)c2)n1, CCO, [Na+], O=C(O)C1CCCN1. Yields the product CCc1c(CCN2CCCC2C(=O)O)cccc1-c1nsc(-c2ccc(CC(C)C)c(C#N)c2)n1. RXN SMILES: [C:37]([BH3-:38])#[N:39].[CH2:1]([CH3:2])[c:3]1[c:4](-[c:12]2[n:13][s:14][c:15](-[c:17]3[cH:18][cH:19][c:20]([CH2:25][CH:26]([CH3:27])[CH3:28])[c:21]([C:22]#[N:23])[cH:24]3)[n:16]2)[cH:5][cH:6][cH:7][c:8]1[CH2:9][CH:10]=[O:11].[CH3:41][CH2:42][OH:43].[Na+:40].[OH:29][C:30](=[O:31])[CH:32]1[CH2:33][CH2:34][CH2:35][NH:36]1>>[CH2:1]([CH3:2])[c:3]1[c:4](-[c:12]2[n:13][s:14][c:15](-[c:17]3[cH:18][cH:19][c:20]([CH2:25][CH:26]([CH3:27])[CH3:28])[c:21]([C:22]#[N:23])[cH:24]3)[n:16]2)[cH:5][cH:6][cH:7][c:8]1[CH2:9][CH2:10][N:36]1[CH:32]([C:30]([OH:29])=[O:31])[CH2:33][CH2:34][CH2:35]1. Reactants: COC(=O)CCCCCCC1C(=O)CCC1C=CC(O)CC1CCCCC1, CO, Cl, [Na+], [OH-]. Yields the product O=C(O)CCCCCCC1C(=O)CCC1C=CC(O)CC1CCCCC1. As a reaction SMILES: [CH3:1][O:2][C:3]([CH2:4][CH2:5][CH2:6][CH2:7][CH2:8][CH2:9][CH:10]1[CH:11]([CH:16]=[CH:17][CH:18]([CH2:19][CH:20]2[CH2:21][CH2:22][CH2:23][CH2:24][CH2:25]2)[OH:26])[CH2:12][CH2:13][C:14]1=[O:15])=[O:27].[CH3:31][OH:32].[ClH:30].[Na+:29].[OH-:28]>>[O:2]=[C:3]([CH2:4][CH2:5][CH2:6][CH2:7][CH2:8][CH2:9][CH:10]1[CH:11]([CH:16]=[CH:17][CH:18]([CH2:19][CH:20]2[CH2:21][CH2:22][CH2:23][CH2:24][CH2:25]2)[OH:26])[CH2:12][CH2:13][C:14]1=[O:15])[OH:27]. The reactants are CCOC(=O)c1cnn(C(C)(C)C)c1Cl, CO, [Li+], [OH-], O. Product: CC(C)(C)n1ncc(C(=O)O)c1Cl. RXN SMILES: [CH2:1]([CH3:2])[O:3][C:4](=[O:5])[c:6]1[cH:7][n:8][n:9]([C:12]([CH3:13])([CH3:14])[CH3:15])[c:10]1[Cl:11].[CH3:18][OH:19].[Li+:17].[OH-:16].[OH2:20]>>[O:3]=[C:4]([OH:5])[c:6]1[cH:7][n:8][n:9]([C:12]([CH3:13])([CH3:14])[CH3:15])[c:10]1[Cl:11]. Starting materials: CC(C)([O-])C.[K+] (Potassium tert-butoxide), ClCCNC(=O)NCC1=NC=C(C=C1)C1=CC(=CC(=C1)NC1=NC=CC(=N1)C(F)(F)F)C (1-(2-chloroethyl)-3-{[5-(3-methyl-5-{[4-(trifluoromethyl)pyrimidin-2-yl]amino}phenyl)pyridin-2-yl]methyl}urea), CC(C)([O-])C.[K+] (potassium tert-butoxide). Run in C1CCOC1 (THF). Conditions: time 8 hour. Product: CC=1C=C(C=C(C1)NC1=NC=CC(=N1)C(F)(F)F)C=1C=CC(=NC1)CN1C(NCC1)=O (1-{[5-(3-methyl-5-{[4-(trifluoromethyl)pyrimidin-2-yl]amino}phenyl)pyridin-2-yl]methyl}imidazolidin-2-one). RXN SMILES: CC(C)([O-])C.[K+].Cl[CH2:8][CH2:9][NH:10][C:11]([NH:13][CH2:14][C:15]1[CH:20]=[CH:19][C:18]([C:21]2[CH:26]=[C:25]([NH:27][C:28]3[N:33]=[C:32]([C:34]([F:37])([F:36])[F:35])[CH:31]=[CH:30][N:29]=3)[CH:24]=[C:23]([CH3:38])[CH:22]=2)=[CH:17][N:16]=1)=[O:12]>C1COCC1>[CH3:38][C:23]1[CH:22]=[C:21]([C:18]2[CH:19]=[CH:20][C:15]([CH2:14][N:13]3[CH2:8][CH2:9][NH:10][C:11]3=[O:12])=[N:16][CH:17]=2)[CH:26]=[C:25]([NH:27][C:28]2[N:33]=[C:32]([C:34]([F:37])([F:36])[F:35])[CH:31]=[CH:30][N:29]=2)[CH:24]=1 |f:0.1|. Procedure details: Potassium tert-butoxide (34.3 mg, 0.305 mmol) was added to a solution of 1-(2-chloroethyl)-3-{[5-(3-methyl-5-{[4-(trifluoromethyl)pyrimidin-2-yl]amino}phenyl)pyridin-2-yl]methyl}urea (129 mg, 0.277 mmol) in THF (4.62 mL). The reaction mixture was stirred at room temperature overnight under an argon atmosphere. An additional equivalent of potassium tert-butoxide was added to the reaction. The solvent was removed under reduced pressure and the residue was directly purified by reverse phase HPLC (1... The reactants are C(C1=CC=CC=C1)OC(=O)N[C@H](C)C(=O)NC(C(=O)O)C1C(NC(C1)=O)=O (benzyloxycarbonyl-D-alanyl-2-(2,5-dioxopyrrolidin-3-yl)glycine), [H][H] (hydrogen). Reagents/catalysts: [Pd] (palladium black). Run in O.CO.C(C)(=O)O (water methanol acetic acid). Reaction conditions: time 30 minute. The product is N[C@H](C)C(=O)NC(C(=O)O)C1C(NC(C1)O)=O (D-alanyl-2-(5-hydroxy-2-oxopyrrolidin-3-yl)glycine). Reaction SMILES: C(OC([NH:11][C@@H:12]([C:14]([NH:16][CH:17]([CH:21]1[CH2:25][C:24](=[O:26])[NH:23][C:22]1=[O:27])[C:18]([OH:20])=[O:19])=[O:15])[CH3:13])=O)C1C=CC=CC=1.[H][H]>O.CO.C(O)(=O)C.[Pd]>[NH2:11][C@@H:12]([C:14]([NH:16][CH:17]([CH:21]1[CH2:25][CH:24]([OH:26])[NH:23][C:22]1=[O:27])[C:18]([OH:20])=[O:19])=[O:15])[CH3:13] |f:2.3.4|. Reported procedure: In 100 ml of water-methanol-acetic acid (1:1:0.2) was dissolved 2.0 g of benzyloxycarbonyl-D-alanyl-2-(2,5-dioxopyrrolidin-3-yl)glycine, and the solution was stirred with 600 mg of palladium black in a stream of hydrogen at room temperature for 2 hours. The reaction mixture was filtered and the filtrate was concentrated to dryness under reduced pressure. The residue was dissolved in 70 ml of water and, following addition of 580 mg of sodium borohydride at 0°-5° C., the mixture was stirred for 30... The reactants are N(=[N+]=[N-])CC=1CS[C@H]2N(C1C(=O)O)C(C2NC(C(=NO)C=2N=C(SC2)N)=O)=O (3-azidomethyl-7-[2-(2-amino-4-thiazolyl)-2-hydroxyimino-acetamido]-ceph-3-eme-4-carboxylic acid), molar solution, C(C)(=O)[O-].[Na+] (sodium acetate). Run in CO (methanol). The product is N(=[N+]=[N-])CC=1CS[C@H]2N(C1C(=O)[O-])C(C2NC(C(=NO)C=2N=C(SC2)N)=O)=O.[Na+] (sodium 3-azidomethyl-7-[2-(2-amino-4-thiazolyl)-2-hydroxyimino-acetamido]-ceph-3-eme-4-carboxylate). As a reaction SMILES: [N:1]([CH2:4][C:5]1[CH2:6][S:7][C@@H:8]2[CH:15]([NH:16][C:17](=[O:27])[C:18]([C:21]3[N:22]=[C:23]([NH2:26])[S:24][CH:25]=3)=[N:19][OH:20])[C:14](=[O:28])[N:9]2[C:10]=1[C:11]([OH:13])=[O:12])=[N+:2]=[N-:3].C([O-])(=O)C.[Na+:33]>CO>[N:1]([CH2:4][C:5]1[CH2:6][S:7][C@@H:8]2[CH:15]([NH:16][C:17](=[O:27])[C:18]([C:21]3[N:22]=[C:23]([NH2:26])[S:24][CH:25]=3)=[N:19][OH:20])[C:14](=[O:28])[N:9]2[C:10]=1[C:11]([O-:13])=[O:12])=[N+:2]=[N-:3].[Na+:33] |f:1.2,4.5|. Procedure: The product of Example 1 was added to 3 ml of a molar solution of sodium acetate in methanol and the mixture was vacuum filtered to remove slight insolubles. 1 ml of ethanol was added to the filtrate and the mixture was vacuum filtered. 5 ml of ethanol were added to the filtrate and the mixture was vacuum filtered to obtain 0.4 g of the syn isomer of sodium 3-azidomethyl-7-[2-(2-amino-4-thiazolyl)-2-hydroxyimino-acetamido]-ceph-3-eme-4-carboxylate. The reactants are Cl, Nc1ccn(C2OC(CO)C(O)C2(F)F)c(=O)n1, O=C1CCC(=O)O1, c1ccncc1. Yields the product Nc1ccn(C2OC(COC(=O)CCC(=O)O)C(O)C2(F)F)c(=O)n1. Reaction SMILES: [ClH:19].[NH2:1][c:2]1[cH:3][cH:4][n:5]([CH:6]2[O:7][CH:8]([CH2:9][OH:10])[CH:11]([OH:12])[C:13]2([F:14])[F:15])[c:16](=[O:17])[n:18]1.[O:20]=[C:21]1[CH2:22][CH2:23][C:24](=[O:25])[O:26]1.[cH:27]1[cH:28][cH:29][n:30][cH:31][cH:32]1>>[NH2:1][c:2]1[cH:3][cH:4][n:5]([CH:6]2[O:7][CH:8]([CH2:9][O:10][C:24]([CH2:23][CH2:22][C:21](=[O:20])[OH:26])=[O:25])[CH:11]([OH:12])[C:13]2([F:14])[F:15])[c:16](=[O:17])[n:18]1. Reactants: O=C1C(CC2=CC(=C(C(=C12)Cl)Cl)OCC(=O)O)CC(C)C ((1-oxo-2-isobutyl-6,7-dichloro-5-indanyloxy)acetic acid), C(CCC)Cl (n-butyl chloride), ice water, ClCl (chlorine). Reagents/catalysts: Cl (hydrochloric acid). Run in C(C)(=O)O (acetic acid), C(C)(=O)O (acetic acid). Yields the product O=C1C(CC2=CC(=C(C(=C12)Cl)Cl)OCC(=O)O)(Cl)CC(C)C ((1-oxo-2-isobutyl-2,6,7-trichloro-5-indanyloxy)acetic acid). Isolated yield 56.0%. RXN SMILES: ClCl.[O:3]=[C:4]1[C:12]2[C:7](=[CH:8][C:9]([O:15][CH2:16][C:17]([OH:19])=[O:18])=[C:10]([Cl:14])[C:11]=2[Cl:13])[CH2:6][CH:5]1[CH2:20][CH:21]([CH3:23])[CH3:22].C([Cl:28])CCC>C(O)(=O)C.Cl>[O:3]=[C:4]1[C:12]2[C:7](=[CH:8][C:9]([O:15][CH2:16][C:17]([OH:19])=[O:18])=[C:10]([Cl:14])[C:11]=2[Cl:13])[CH2:6][C:5]1([CH2:20][CH:21]([CH3:23])[CH3:22])[Cl:28]. Procedure details: A solution of glacial acetic acid (50 ml.) and chlorine (0.40 g., 0.00565 mole) is added with stirred over a 10-minute period to a suspension of (1-oxo-2-isobutyl-6,7-dichloro-5-indanyloxy)acetic acid (1.6 g., 0.00485 mole) in glacial acetic acid (50 ml.) and concentrated hydrochloric acid (1 drop). During the addition the reaction vessel is heated on a steam bath. After the addition is complete, the mixture is stirred without heating for 30 minutes and then poured into ice water (200 ml.). The ... The reactants are C1CCOC1, C[Si](C)(C)[N-][Si](C)(C)C, CCOC(=O)C(=O)c1ccc(SC2CC2)cc1, Cl, [I-], [Li+], O, c1ccc([P+](CC2CCOCC2)(c2ccccc2)c2ccccc2)cc1. The product is CCOC(=O)C(=CC1CCOCC1)c1ccc(SC2CC2)cc1. Reaction SMILES: [CH2:56]1[O:57][CH2:58][CH2:59][CH2:60]1.[CH3:2][Si:3]([N-:4][Si:5]([CH3:6])([CH3:7])[CH3:8])([CH3:9])[CH3:10].[CH:38]1([S:41][c:42]2[cH:43][cH:44][c:45]([C:48]([C:49](=[O:50])[O:51][CH2:52][CH3:53])=[O:54])[cH:46][cH:47]2)[CH2:39][CH2:40]1.[ClH:55].[I-:11].[Li+:1].[OH2:61].[c:12]1([P+:13]([c:14]2[cH:15][cH:16][cH:17][cH:18][cH:26]2)([CH2:19][CH:20]2[CH2:21][CH2:22][O:23][CH2:24][CH2:25]2)[c:27]2[cH:28][cH:29][cH:30][cH:31][cH:32]2)[cH:33][cH:34][cH:35][cH:36][cH:37]1>>[CH:19]([CH:20]1[CH2:21][CH2:22][O:23][CH2:24][CH2:25]1)=[C:48]([c:45]1[cH:44][cH:43][c:42]([S:41][CH:38]2[CH2:39][CH2:40]2)[cH:47][cH:46]1)[C:49](=[O:50])[O:51][CH2:52][CH3:53].